This data is from the Open Reaction Database (ORD), a public repository of structured organic reaction records. The task is: describe an organic reaction: reactants, conditions, products, and yield Starting materials: C(C)OC([C@H](CC1=CC=C(C=C1)OCCCOC1=CC=C(C=C1)C1=CC=C(C=C1)O[Si](C)(C)C(C)(C)C)OC)=O ((2S)-3-(4-{3-[4′-(tert-Butyl-dimethyl-silanyloxy)-biphenyl-4-yloxy]-propoxy}-phenyl)-2-methoxy-propionic acid ethyl ester), [OH-].[Na+] (NaOH). Product: OC1=CC=C(C=C1)C1=CC=C(C=C1)OCCCOC1=CC=C(C=C1)C[C@@H](C(=O)O)OC ((2S)-3-{4-[3-(4′-Hydroxy-biphenyl-4-yloxy)-propoxy]-phenyl}-2-methoxy-propionic acid). As a reaction SMILES: C([O:3][C:4](=[O:40])[C@@H:5]([O:38][CH3:39])[CH2:6][C:7]1[CH:12]=[CH:11][C:10]([O:13][CH2:14][CH2:15][CH2:16][O:17][C:18]2[CH:23]=[CH:22][C:21]([C:24]3[CH:29]=[CH:28][C:27]([O:30][Si](C(C)(C)C)(C)C)=[CH:26][CH:25]=3)=[CH:20][CH:19]=2)=[CH:9][CH:8]=1)C.[OH-].[Na+]>>[OH:30][C:27]1[CH:28]=[CH:29][C:24]([C:21]2[CH:20]=[CH:19][C:18]([O:17][CH2:16][CH2:15][CH2:14][O:13][C:10]3[CH:11]=[CH:12][C:7]([CH2:6][C@H:5]([O:38][CH3:39])[C:4]([OH:40])=[O:3])=[CH:8][CH:9]=3)=[CH:23][CH:22]=2)=[CH:25][CH:26]=1 |f:1.2|. Procedure: The title compound was prepared from (2S)-3-(4-{3-[4′-(tert-Butyl-dimethyl-silanyloxy)-biphenyl-4-yloxy]-propoxy}-phenyl)-2-methoxy-propionic acid ethyl ester (Step A) by Standard Hydrolysis procedure C (NaOH). MS (ES) for C25H26O6 [M+Na]+: 445. The reactants are CCNC(=O)Nc1cn2ccc(-c3cccnc3)cc2n1, CC(=O)O, Cl, NO, [Na+], [OH-], O. Yields the product CCNC(=O)Nc1nc2cc(-c3cccnc3)ccn2c1Cl. Reaction SMILES: [CH2:1]([CH3:2])[NH:3][C:4](=[O:5])[NH:6][c:7]1[n:8][c:9]2[n:10]([cH:11][cH:12][c:13](-[c:15]3[cH:16][n:17][cH:18][cH:19][cH:20]3)[cH:14]2)[cH:21]1.[CH3:28][C:29](=[O:30])[OH:31].[ClH:22].[NH2:23][OH:24].[Na+:26].[OH-:25].[OH2:27]>>[CH2:1]([CH3:2])[NH:3][C:4](=[O:5])[NH:6][c:7]1[n:8][c:9]2[n:10]([cH:11][cH:12][c:13](-[c:15]3[cH:16][n:17][cH:18][cH:19][cH:20]3)[cH:14]2)[c:21]1[Cl:22]. The reactants are BrC1C(=NN(C1=O)C1=C(C=C(C=C1Cl)Cl)Cl)NC(=O)NCCCCCCCCCCCCCCCCCC (4-bromo-1-(2,4,6-trichlorophenyl)-3-(3-octadecylureido)-2-pyrazolin-5-one), CC1=NNC=C1[N+](=O)[O-] (3-methyl-4-nitropyrazole). The solvent is C(C)(=O)OCC (ethyl acetate). Yields the product ClC1=C(C(=CC(=C1)Cl)Cl)N1N=C(C(C1=O)N1N=C(C(=C1)[N+](=O)[O-])C)NC(=O)NCCCCCCCCCCCCCCCCCC (1-(2,4,6-Trichlorophenyl)-4-(3-methyl-4-nitro-1-pyrazolyl)-3-(3-octadecylureido)-2-pyrazolin-5-one). Reaction SMILES: Br[CH:2]1[C:6](=[O:7])[N:5]([C:8]2[C:13]([Cl:14])=[CH:12][C:11]([Cl:15])=[CH:10][C:9]=2[Cl:16])[N:4]=[C:3]1[NH:17][C:18]([NH:20][CH2:21][CH2:22][CH2:23][CH2:24][CH2:25][CH2:26][CH2:27][CH2:28][CH2:29][CH2:30][CH2:31][CH2:32][CH2:33][CH2:34][CH2:35][CH2:36][CH2:37][CH3:38])=[O:19].[CH3:39][C:40]1[C:44]([N+:45]([O-:47])=[O:46])=[CH:43][NH:42][N:41]=1>C(OCC)(=O)C>[Cl:16][C:9]1[CH:10]=[C:11]([Cl:15])[CH:12]=[C:13]([Cl:14])[C:8]=1[N:5]1[C:6](=[O:7])[CH:2]([N:42]2[CH:43]=[C:44]([N+:45]([O-:47])=[O:46])[C:40]([CH3:39])=[N:41]2)[C:3]([NH:17][C:18]([NH:20][CH2:21][CH2:22][CH2:23][CH2:24][CH2:25][CH2:26][CH2:27][CH2:28][CH2:29][CH2:30][CH2:31][CH2:32][CH2:33][CH2:34][CH2:35][CH2:36][CH2:37][CH3:38])=[O:19])=[N:4]1. Reported procedure: 13 g of 4-bromo-1-(2,4,6-trichlorophenyl)-3-(3-octadecylureido)-2-pyrazolin-5-one and 10 g of 3-methyl-4-nitropyrazole were mixed at 90° C. for 2 hours. To the reaction mixture, 200 ml of ethyl acetate was added and the mixture was washed several times with water. The ethyl acetate layer was dried with anhydrous sodium sulfate and concentrated. The residual oil was dissolved in 50 ml of chloroform and purified with column chromatography using 500 g of silica gel (art 7734 manufactured by MERCK &... Reactants: CCOC(=O)CC(=O)CCc1ccc(OCc2ccccc2)cc1, CCOC(C)=O. Product: CCOC(=O)CC(=O)CCc1ccc(O)cc1. As a reaction SMILES: [CH2:1]([c:2]1[cH:3][cH:4][cH:5][cH:6][cH:7]1)[O:8][c:9]1[cH:10][cH:11][c:12]([CH2:15][CH2:16][C:17]([CH2:18][C:19](=[O:20])[O:21][CH2:22][CH3:23])=[O:24])[cH:13][cH:14]1.[CH3:25][CH2:26][O:27][C:28]([CH3:29])=[O:30]>>[OH:8][c:9]1[cH:10][cH:11][c:12]([CH2:15][CH2:16][C:17]([CH2:18][C:19](=[O:20])[O:21][CH2:22][CH3:23])=[O:24])[cH:13][cH:14]1. Isolated yield 131.2%. Run at time 2 hour. The solvent is ClCCl (dichloromethane), O (H2O). Procedure details: A 100 mL round-bottom flask was charged with triphosgene (142 mg, 0.480 mmol, 0.70 equiv), dichloromethane (15 mL). 1,1,1,3,3,3-hexafluoropropan-2-ol (229 mg, 1.36 mmol, 2.00 equiv) and N-ethyl-N-isopropylpropan-2-amine (352 mg, 2.72 mmol, 4.00 equiv) were added at 0° C. The mixture was stirred for 2 h at room temperature. 4-(3-Fluoro-4-[[(3S)-3-methylpiperazin-1-yl]methyl]phenyl)morpholine (200 mg, 0.68 mmol, 1.00 equiv) and 4-dimethylaminopyridine (83.0 mg, 0.680 mmol, 1.00 equiv) were added. ... Product: FC1=C(C=CC(=C1)N1CCOCC1)CN1C[C@@H](N(CC1)C(=O)OC(C(F)(F)F)C(F)(F)F)C (1,1,1,3,3,3-hexafluoropropan-2-yl(2S)-4-[[2-fluoro-4-(morpholin-4-yl)phenyl]methyl]-2-methylpiperazine-1-carboxylate). RXN SMILES: Cl[C:2](Cl)([O:4]C(=O)OC(Cl)(Cl)Cl)Cl.[F:13][C:14]([F:22])([F:21])[CH:15]([OH:20])[C:16]([F:19])([F:18])[F:17].C(N(C(C)C)C(C)C)C.[F:32][C:33]1[CH:34]=[C:35]([N:47]2[CH2:52][CH2:51][O:50][CH2:49][CH2:48]2)[CH:36]=[CH:37][C:38]=1[CH2:39][N:40]1[CH2:45][CH2:44][NH:43][C@@H:42]([CH3:46])[CH2:41]1>CN(C)C1C=CN=CC=1.O.ClCCl>[F:32][C:33]1[CH:34]=[C:35]([N:47]2[CH2:52][CH2:51][O:50][CH2:49][CH2:48]2)[CH:36]=[CH:37][C:38]=1[CH2:39][N:40]1[CH2:45][CH2:44][N:43]([C:2]([O:20][CH:15]([C:16]([F:19])([F:18])[F:17])[C:14]([F:22])([F:21])[F:13])=[O:4])[C@@H:42]([CH3:46])[CH2:41]1. Reactants: FC(C(C(F)(F)F)O)(F)F (1,1,1,3,3,3-hexafluoropropan-2-ol), C(C)N(C(C)C)C(C)C (N-ethyl-N-isopropylpropan-2-amine), ClC(Cl)(OC(OC(Cl)(Cl)Cl)=O)Cl (triphosgene), FC=1C=C(C=CC1CN1C[C@@H](NCC1)C)N1CCOCC1 (4-(3-Fluoro-4-[[(3S)-3-methylpiperazin-1-yl]methyl]phenyl)morpholine). The reagents and catalysts are CN(C1=CC=NC=C1)C (4-dimethylaminopyridine).